This data is from the Open Reaction Database (ORD), a public repository of structured organic reaction records. The task is: describe an organic reaction: reactants, conditions, products, and yield Reactants: COC=1C(CCCC(N1)C)C (3,4,5,6-tetrahydro-7-methoxy-2,6-dimethyl-2H-azepine), [Cl-].[NH4+] (ammonium chloride). The solvent is CO (MeOH). Product: Cl.CC1C(NC(CCC1)C)=N (hexahydro-3,7-dimethyl-1H-azepin-2-imine, monohydrochloride). The yield is 102.4%. Reaction SMILES: CO[C:3]1[CH:4]([CH3:11])[CH2:5][CH2:6][CH2:7][CH:8]([CH3:10])[N:9]=1.[Cl-:12].[NH4+:13]>CO>[ClH:12].[CH3:11][CH:4]1[CH2:5][CH2:6][CH2:7][CH:8]([CH3:10])[NH:9][C:3]1=[NH:13] |f:1.2,4.5|. Reported procedure: The product of EXAMPLE 38 (1.24 g, 8.0 mmol) in 25 mL of MeOH was reacted with ammonium chloride (0.37 g, 6.8 mmol) by the method of EXAMPLE 27 to yield 1.23 g (91%) of the title material.